This data is from the Open Reaction Database (ORD), a public repository of structured organic reaction records. The task is: describe an organic reaction: reactants, conditions, products, and yield The reactants are FC=1C(=CC2=C(C=C(O2)C(=N)N)C1)F (5,6-difluorobenzofuran-2-carboxamidine), Cl.CO (methanol-HCI), C(C)OCC (diethyl ether). Run at time 3 hour. The product is Cl.FC=1C(=CC2=C(C=C(O2)C(=N)N)C1)F (5,6-difluorobenzofuran-2-carboxamidine hydrochloride). The yield is 87.0%. Reaction SMILES: [F:1][C:2]1[C:3]([F:14])=[CH:4][C:5]2[O:9][C:8]([C:10]([NH2:12])=[NH:11])=[CH:7][C:6]=2[CH:13]=1.C(OCC)C.[ClH:20].CO>>[ClH:20].[F:1][C:2]1[C:3]([F:14])=[CH:4][C:5]2[O:9][C:8]([C:10]([NH2:12])=[NH:11])=[CH:7][C:6]=2[CH:13]=1 |f:2.3,4.5|. Procedure details: 0.55 g (2.8 mmol) of 5,6-difluorobenzofuran-2-carboxamidine was dissolved in 10 ml of methanol-HCI (2.6N) and treated at room temperature while stirring with 100 ml of diethyl ether. The mixture was stirred for a further 3 hours and the white crystals were subsequently filtered off. There was obtained 0.61 g (87%) of 5,6-difluorobenzofuran-2-carboxamidine hydrochloride with m.p. >270°.